From a dataset of the Open Reaction Database (ORD), a public repository of structured organic reaction records. describe an organic reaction: reactants, conditions, products, and yield The reactants are C(C)OC(=O)C=1OC2=C(C1C)C(=CC=C2)OC (4-methoxy-3-methyl-benzofuran-2-carboxylic acid ethyl ester), [Li+].[OH-] (LiOH). Run in C1CCOC1 (THF). Run at time 8 hour. Product: COC1=CC=CC2=C1C(=C(O2)C(=O)O)C (4-methoxy-3-methyl-benzofuran-2-carboxylic acid). Isolated yield 90.9%. As a reaction SMILES: C([O:3][C:4]([C:6]1[O:7][C:8]2[CH:15]=[CH:14][CH:13]=[C:12]([O:16][CH3:17])[C:9]=2[C:10]=1[CH3:11])=[O:5])C.[Li+].[OH-]>C1COCC1>[CH3:17][O:16][C:12]1[C:9]2[C:10]([CH3:11])=[C:6]([C:4]([OH:5])=[O:3])[O:7][C:8]=2[CH:15]=[CH:14][CH:13]=1 |f:1.2|. Reported procedure: To 150 mg of 4-methoxy-3-methyl-benzofuran-2-carboxylic acid ethyl ester dissolved in 1 mL of THF was added 3 mL of LiOH solution (3.6 g LiOH/50 mL MeOH/50 mL H2O). The mixture was stirred at room temperature overnight. The solvents were removed under vacuum and the residue was dissolved in 5 mL of water. The solution was acidified and the resulting suspension was filtered. The solid product was dried under vacuum to give 120 mg (91% yield) of 4-methoxy-3-methyl-benzofuran-2-carboxylic acid as w...